Dataset: the Open Reaction Database (ORD), a public repository of structured organic reaction records. Task: describe an organic reaction: reactants, conditions, products, and yield Reactants: CNC1=NC=C(C=C1[N+](=O)[O-])C1=CC=NC=C1 (2-methylamino-3-nitro-5-(4-pyridinyl)pyridine). The reagents and catalysts are [Pd] (palladium-on-charcoal). Run in C(C)O (ethanol). Yields the product CNC1=C(C=C(C=N1)C1=CC=NC=C1)N (N6 -methyl-[3,4'-bipyridine]-5,6-diamine). RXN SMILES: [CH3:1][NH:2][C:3]1[C:8]([N+:9]([O-])=O)=[CH:7][C:6]([C:12]2[CH:17]=[CH:16][N:15]=[CH:14][CH:13]=2)=[CH:5][N:4]=1>[Pd].C(O)C>[CH3:1][NH:2][C:3]1[N:4]=[CH:5][C:6]([C:12]2[CH:17]=[CH:16][N:15]=[CH:14][CH:13]=2)=[CH:7][C:8]=1[NH2:9]. Procedure details: A mixture containing 21 g. of 2-methylamino-3-nitro-5-(4-pyridinyl)pyridine, 200 ml. of ethanol and 2 g. of 10% palladium-on-charcoal was shaken under catalytic hydrogenation conditions in a Parr apparatus at room temperature for three hours. The reaction mixture was filtered and the solvent distilled off in vacuo. The remaining solid was recrystallized from acetonitrile, washed with ether and dried in vacuo at 70° C. to yield 3-amino-2-methylamino-5-(4-pyridinyl)pyridine (alternatively named N6... Procedure: 1-Benzyl-7-iodo-3,4-dihydro-1H-pyrido[2,3-b]pyrazin-2-one (370 mg) was reacted with 3-methoxycarbonyl phenyl boronic acid as in General Procedure 4A to give the title compound as a white solid (70% yield). M.p. 211° C., LCMS: m/z=374.17 (M+H+), 1H-NMR (CD3OD, 400 MHz) δ 3.95 (s, 3H), 4.48 (s, 2H), 5.35 (s, 2H), 7.23-7.35 (m, 2H), 7.38-7.40 (m, 2H), 7.50-7.58 (m, 2H), 7.60-7.66 (m, 2H), 7.84 (s, 1H), 7.9-8.1 (m, 2H). Yields the product COC(C1=CC(=CC=C1)C1=CC2=C(NCC(N2CC2=CC=CC=C2)=O)N=C1)=O (3-(1-Benzyl-2-oxo-1,2,3,4-tetrahydropyrido[2,3-b]pyrazin-7-yl)benzoic acid methyl ester). Reaction SMILES: [CH2:1]([N:8]1[C:13](=[O:14])[CH2:12][NH:11][C:10]2[N:15]=[CH:16][C:17](I)=[CH:18][C:9]1=2)[C:2]1[CH:7]=[CH:6][CH:5]=[CH:4][CH:3]=1.[CH3:20][O:21][C:22]([C:24]1[CH:25]=[C:26](B(O)O)[CH:27]=[CH:28][CH:29]=1)=[O:23]>>[CH3:20][O:21][C:22](=[O:23])[C:24]1[CH:25]=[CH:26][CH:27]=[C:28]([C:17]2[CH:16]=[N:15][C:10]3[NH:11][CH2:12][C:13](=[O:14])[N:8]([CH2:1][C:2]4[CH:7]=[CH:6][CH:5]=[CH:4][CH:3]=4)[C:9]=3[CH:18]=2)[CH:29]=1. Yield: 70.0%. Reactants: C(C1=CC=CC=C1)N1C2=C(NCC1=O)N=CC(=C2)I (1-Benzyl-7-iodo-3,4-dihydro-1H-pyrido[2,3-b]pyrazin-2-one), COC(=O)C=1C=C(C=CC1)B(O)O (3-methoxycarbonyl phenyl boronic acid).